describe an organic reaction: reactants, conditions, products, and yield From a dataset of the Open Reaction Database (ORD), a public repository of structured organic reaction records. Starting materials: CC(=O)O, C=O, CO, CO, ClCCl, Oc1ccc(Cc2ccccc2)c2c1NCCC2. Yields the product CN1CCCc2c(Cc3ccccc3)ccc(O)c21. RXN SMILES: [C:23]([OH:24])(=[O:25])[CH3:26].[CH2:19]=[O:20].[CH3:21][OH:22].[CH3:27][OH:28].[Cl:29][CH2:30][Cl:31].[c:1]1([CH2:7][c:8]2[c:9]3[c:14]([c:15]([OH:18])[cH:16][cH:17]2)[NH:13][CH2:12][CH2:11][CH2:10]3)[cH:2][cH:3][cH:4][cH:5][cH:6]1>>[c:1]1([CH2:7][c:8]2[c:9]3[c:14]([c:15]([OH:18])[cH:16][cH:17]2)[N:13]([CH3:23])[CH2:12][CH2:11][CH2:10]3)[cH:2][cH:3][cH:4][cH:5][cH:6]1.